From a dataset of the Open Reaction Database (ORD), a public repository of structured organic reaction records. describe an organic reaction: reactants, conditions, products, and yield Starting materials: intermediate 13, OC1=C(N=C2N(C1=O)CC(N2C)=O)C(=O)OCC (ethyl 6-hydroxy-1-methyl-2,5-dioxo-1,2,3,5-tetrahydroimidazo[1,2-a]pyrimidine-7-carboxylate), ClC=1C=C(CN)C=CC1Cl (3,4-dichlorobenzylamine). Product: ClC=1C=C(CNC(=O)C=2N=C3N(C(C2O)=O)CC(N3C)=O)C=CC1Cl (N-(3,4-Dichlorobenzyl)-6-hydroxy-1-methyl-2,5-dioxo-1,2,3,5-tetrahydroimidazo[1,2-a]pyrimidine-7-carboxamide). The yield is 59.6%. As a reaction SMILES: [OH:1][C:2]1[C:7](=[O:8])[N:6]2[CH2:9][C:10](=[O:13])[N:11]([CH3:12])[C:5]2=[N:4][C:3]=1[C:14]([O:16]CC)=O.[Cl:19][C:20]1[CH:21]=[C:22]([CH:25]=[CH:26][C:27]=1[Cl:28])[CH2:23][NH2:24]>>[Cl:19][C:20]1[CH:21]=[C:22]([CH:25]=[CH:26][C:27]=1[Cl:28])[CH2:23][NH:24][C:14]([C:3]1[N:4]=[C:5]2[N:11]([CH3:12])[C:10](=[O:13])[CH2:9][N:6]2[C:7](=[O:8])[C:2]=1[OH:1])=[O:16]. Reported procedure: Reaction of intermediate 13, ethyl 6-hydroxy-1-methyl-2,5-dioxo-1,2,3,5-tetrahydroimidazo[1,2-a]pyrimidine-7-carboxylate, (0.050 g, 0.197 mmol) with 3,4-dichlorobenzylamine (0.11 g, 0.57 mmol) as described in the preparation of example 1 gave 0.045 g (59% yield) of the title amide as a white solid. 1HNMR 400 MHz (DMSO-d6) δ (ppm): 3.15 (3H, s, NCH3), 4.48 (2H, s, CH2), 4.50 (2H, d, J=6.9 Hz, NCH2), 7.32 (1H, dd, J=1.4 Hz and J=8.3 Hz, aromatic), 7.58 (1H, d, J=1.4 Hz, aromatic), 7.62 (1H, d, J=8...